From a dataset of the Open Reaction Database (ORD), a public repository of structured organic reaction records. describe an organic reaction: reactants, conditions, products, and yield Reactants: FC=1N=NC(=CC1)F (3,6-difluoropyridazine), FC(C=1C=C(C=CC1)N1CCNCC1)(F)F (1-[3-(trifluoromethyl)phenyl]piperazine), C([O-])([O-])=O.[Na+].[Na+] (sodium carbonate), CN(C=O)C (N,N-dimethylformamide). Run in O (water). Run at temperature 60 celsius, time 8 hour. The product is FC=1N=NC(=CC1)N1CCN(CC1)C1=CC(=CC=C1)C(F)(F)F (3-fluoro-6-[4-[3-(trifluoromethyl)phenyl]-1-piperazinyl]pyridazine). Isolated yield 46.0%. Reaction SMILES: F[C:2]1[N:3]=[N:4][C:5]([F:8])=[CH:6][CH:7]=1.[F:9][C:10]([F:24])([F:23])[C:11]1[CH:12]=[C:13]([N:17]2[CH2:22][CH2:21][NH:20][CH2:19][CH2:18]2)[CH:14]=[CH:15][CH:16]=1.C(=O)([O-])[O-].[Na+].[Na+].CN(C)C=O>O>[F:8][C:5]1[N:4]=[N:3][C:2]([N:20]2[CH2:19][CH2:18][N:17]([C:13]3[CH:14]=[CH:15][CH:16]=[C:11]([C:10]([F:23])([F:24])[F:9])[CH:12]=3)[CH2:22][CH2:21]2)=[CH:7][CH:6]=1 |f:2.3.4|. Procedure: A mixture of 2.7 parts of 3,6-difluoropyridazine, 4.6 parts of 1-[3-(trifluoromethyl)phenyl]piperazine, 3.2 parts of sodium carbonate and 90 parts of N,N-dimethylformamide was stirred overnight at 60° C. The reaction mixture was poured 1nto water. The product was filtered off, washed with water and crystallized from 2-propanol, yielding 3 parts (46%) of 3-fluoro-6-[4-[3-(trifluoromethyl)phenyl]-1-piperazinyl]pyridazine; mp. 131.5° C. (compound 24). Starting materials: COC1=CC=C(C=C1)C1=CN=C(S1)NC1=CC=C(C=C1)OCCN1CCCC1 ([5-(4-methoxy-phenyl)-thiazol-2-yl]-[4-(2-pyrrolidin-1-yl-ethoxy)-phenyl]-amine), CN(CCOC1=CC=C(C=C1)NC(=S)N)C ([4-(2-dimethylamino-ethoxy)-phenyl]-thiourea). The solvent is C(Cl)Cl.CO (CH2Cl2 MeOH). Yields the product CN(CCOC1=CC=C(C=C1)NC=1SC(=CN1)C1=CC=C(C=C1)OC)C ([4-(2-Dimethylamino-ethoxy)-phenyl]-[5-(4-methoxy-phenyl)thiazol-2-yl]-amine). As a reaction SMILES: [CH3:1][O:2][C:3]1[CH:8]=[CH:7][C:6]([C:9]2[S:13][C:12]([NH:14][C:15]3[CH:20]=[CH:19][C:18]([O:21][CH2:22][CH2:23][N:24]4[CH2:28]CC[CH2:25]4)=[CH:17][CH:16]=3)=[N:11][CH:10]=2)=[CH:5][CH:4]=1.CN(C)CCOC1C=CC(NC(N)=S)=CC=1>C(Cl)Cl.CO>[CH3:25][N:24]([CH3:28])[CH2:23][CH2:22][O:21][C:18]1[CH:17]=[CH:16][C:15]([NH:14][C:12]2[S:13][C:9]([C:6]3[CH:7]=[CH:8][C:3]([O:2][CH3:1])=[CH:4][CH:5]=3)=[CH:10][N:11]=2)=[CH:20][CH:19]=1 |f:2.3|. Procedure details: The title compound is prepared as described in Example 3 for [5-(4-methoxy-phenyl)-thiazol-2-yl]-[4-(2-pyrrolidin-1-yl-ethoxy)-phenyl]-amine but using [4-(2-dimethylamino-ethoxy)-phenyl]-thiourea. Title compound: ES-MS: 370.0 [M+H]+; single peak at tR=6.13 min (System 1); Rf=0.13 (CH2Cl2/MeOH, 80/20).